Dataset: the Open Reaction Database (ORD), a public repository of structured organic reaction records. Task: describe an organic reaction: reactants, conditions, products, and yield The solvent is CO (MeOH). Product: C1(=CC=CC=C1)N1N=CC(=C1CCC)C(=O)NCC=1C=C2C=CC(=CC2=CC1)OCC(=O)O ((6-{[(1-phenyl-5-propyl-1H-pyrazole-4-carbonyl)-amino]-methyl}-naphthalen-2-yloxy)-acetic acid). Reported procedure: 1 N NaOH (431 μL, 0.431 mmol) was added under nitrogen to a solution at room temperature of (6-{[(1-phenyl-5-propyl-1H-pyrazole-4-carbonyl)-amino]-methyl}-naphthalen-2-yloxy)-acetic acid methyl ester (170 mg, 0.359 mmol), prepared in the previous step, in 25 mL of MeOH plus 10 mL of water. After the addition the reaction was stirred at room temperature for 18 h (overnight). The reaction was acidified with 1 N HCl and then concentrated under reduced pressure to remove the MeOH. The solid present ... Isolated yield 91.7%. Run at time 8 hour. As a reaction SMILES: [OH-].[Na+].C[O:4][C:5](=[O:36])[CH2:6][O:7][C:8]1[CH:17]=[CH:16][C:15]2[C:10](=[CH:11][CH:12]=[C:13]([CH2:18][NH:19][C:20]([C:22]3[CH:23]=[N:24][N:25]([C:30]4[CH:35]=[CH:34][CH:33]=[CH:32][CH:31]=4)[C:26]=3[CH2:27][CH2:28][CH3:29])=[O:21])[CH:14]=2)[CH:9]=1.O.Cl>CO>[C:30]1([N:25]2[C:26]([CH2:27][CH2:28][CH3:29])=[C:22]([C:20]([NH:19][CH2:18][C:13]3[CH:14]=[C:15]4[C:10](=[CH:11][CH:12]=3)[CH:9]=[C:8]([O:7][CH2:6][C:5]([OH:36])=[O:4])[CH:17]=[CH:16]4)=[O:21])[CH:23]=[N:24]2)[CH:35]=[CH:34][CH:33]=[CH:32][CH:31]=1 |f:0.1|. Starting materials: Cl (HCl), [OH-].[Na+] (NaOH), COC(COC1=CC2=CC=C(C=C2C=C1)CNC(=O)C=1C=NN(C1CCC)C1=CC=CC=C1)=O ((6-{[(1-phenyl-5-propyl-1H-pyrazole-4-carbonyl)-amino]-methyl}-naphthalen-2-yloxy)-acetic acid methyl ester), O (water). Reactants: Cn1nc(-c2ccc(Cl)cc2F)cc1OC(F)F, CN(C)C=O, O=C1CCC(=O)N1Cl, O. The product is Cn1nc(-c2ccc(Cl)cc2F)c(Cl)c1OC(F)F. Reaction SMILES: [CH3:1][n:2]1[n:3][c:4](-[c:11]2[c:12]([F:18])[cH:13][c:14]([Cl:17])[cH:15][cH:16]2)[cH:5][c:6]1[O:7][CH:8]([F:9])[F:10].[CH3:27][N:28]([CH3:29])[CH:30]=[O:31].[Cl:19][N:20]1[C:21](=[O:22])[CH2:23][CH2:24][C:25]1=[O:26].[OH2:32]>>[CH3:1][n:2]1[n:3][c:4](-[c:11]2[c:12]([F:18])[cH:13][c:14]([Cl:17])[cH:15][cH:16]2)[c:5]([Cl:19])[c:6]1[O:7][CH:8]([F:9])[F:10]. Starting materials: COc1ccccc1C1(O)CCCC2CN(Cc3ccccc3)CC21, CCO, [OH-], [OH-], [Pd+2]. Product: COc1ccccc1C1(O)CCCC2CNCC21. Reaction SMILES: [CH2:1]([c:2]1[cH:3][cH:4][cH:5][cH:6][cH:7]1)[N:8]1[CH2:9][CH:10]2[CH2:11][CH2:12][CH2:13][C:14]([OH:17])([c:18]3[c:19]([O:24][CH3:25])[cH:20][cH:21][cH:22][cH:23]3)[CH:15]2[CH2:16]1.[CH3:29][CH2:30][OH:31].[OH-:26].[OH-:28].[Pd+2:27]>>[NH:8]1[CH2:9][CH:10]2[CH2:11][CH2:12][CH2:13][C:14]([OH:17])([c:18]3[c:19]([O:24][CH3:25])[cH:20][cH:21][cH:22][cH:23]3)[CH:15]2[CH2:16]1. Starting materials: BrC1=CC=C(C=C1)CC(=O)OCC (ethyl 2-(4-bromophenyl)acetate), CN(C=O)C (dimethylformamide). Reagents/catalysts: [C-]#N.[Zn+2].[C-]#N (zinc cyanide), [Pd].C1(=CC=CC=C1)P(C1=CC=CC=C1)C1=CC=CC=C1.C1(=CC=CC=C1)P(C1=CC=CC=C1)C1=CC=CC=C1.C1(=CC=CC=C1)P(C1=CC=CC=C1)C1=CC=CC=C1.C1(=CC=CC=C1)P(C1=CC=CC=C1)C1=CC=CC=C1 (tetrakis(triphenylphosphine) palladium). Product: C(#N)C1=CC=C(C=C1)CC(=O)OCC (Ethyl 2-(4-cyanophenyl)acetate). Yield: 49.0%. Reaction SMILES: Br[C:2]1[CH:7]=[CH:6][C:5]([CH2:8][C:9]([O:11][CH2:12][CH3:13])=[O:10])=[CH:4][CH:3]=1.[CH3:14][N:15](C)C=O>[C-]#N.[Zn+2].[C-]#N.[Pd].C1(P(C2C=CC=CC=2)C2C=CC=CC=2)C=CC=CC=1.C1(P(C2C=CC=CC=2)C2C=CC=CC=2)C=CC=CC=1.C1(P(C2C=CC=CC=2)C2C=CC=CC=2)C=CC=CC=1.C1(P(C2C=CC=CC=2)C2C=CC=CC=2)C=CC=CC=1>[C:14]([C:2]1[CH:7]=[CH:6][C:5]([CH2:8][C:9]([O:11][CH2:12][CH3:13])=[O:10])=[CH:4][CH:3]=1)#[N:15] |f:2.3.4,5.6.7.8.9|. Reported procedure: To a stirred solution of ethyl 2-(4-bromophenyl)acetate (2.1 g, 8.445 mmol) in anhydrous dimethylformamide were added zinc cyanide (1.5 g, 12.668 mmol) and tetrakis(triphenylphosphine) palladium (1.0 g, 0.845 mmol). The reaction mixture was refluxed for overnight then cooled to room temperature. The mixture was filtered using celite pad and the filtrate was evaporated. The residue was diluted with ethylacetate and washed with water and brine. The organic layer was dried over magnesium sulfate an... The reactants are CC1COCCN1c1cc(CS(C)(=O)=O)nc(-c2cnc(N(C(=O)OC(C)(C)C)C(=O)OC(C)(C)C)s2)n1, ClCCl, O=C(O)C(F)(F)F. The product is CC1COCCN1c1cc(CS(C)(=O)=O)nc(-c2cnc(N)s2)n1. As a reaction SMILES: [CH3:1][CH:2]1[CH2:3][O:4][CH2:5][CH2:6][N:7]1[c:8]1[n:9][c:10](-[c:19]2[cH:20][n:21][c:22]([N:24]([C:25]([O:26][C:27]([CH3:28])([CH3:29])[CH3:30])=[O:31])[C:32](=[O:33])[O:34][C:35]([CH3:36])([CH3:37])[CH3:38])[s:23]2)[n:11][c:12]([CH2:14][S:15](=[O:16])(=[O:17])[CH3:18])[cH:13]1.[Cl:46][CH2:47][Cl:48].[F:39][C:40]([F:41])([F:42])[C:43]([OH:44])=[O:45]>>[CH3:1][CH:2]1[CH2:3][O:4][CH2:5][CH2:6][N:7]1[c:8]1[n:9][c:10](-[c:19]2[cH:20][n:21][c:22]([NH2:24])[s:23]2)[n:11][c:12]([CH2:14][S:15](=[O:16])(=[O:17])[CH3:18])[cH:13]1. The reactants are COC=1C=C2C=CC(=C(C2=CC1)C1=CC=C(C=C1)OC)/C=C/C(=O)O ((E)-3-[6-methoxy-1-(4-methoxyphenyl)-2-naphthalenyl]-2-propenoic acid), [N+](=O)([O-])C1=CC=C(C=C1)O (4-nitrophenol), C1(CCCCC1)N=C=NC1CCCCC1 (1,3-dicyclohexylcarbodiimide). Solvent: ClCCl (dichloromethane). The product is [N+](=O)([O-])C1=CC=C(C=C1)OC(\C=C\C1=C(C2=CC=C(C=C2C=C1)OC)C1=CC=C(C=C1)OC)=O ((E)-3-[6-Methoxy-1-(4-methoxyphenyl)-2-naphthalenyl]-2-propenoic acid 4-nitrophenyl ester). Reaction SMILES: [CH3:1][O:2][C:3]1[CH:4]=[C:5]2[C:10](=[CH:11][CH:12]=1)[C:9]([C:13]1[CH:18]=[CH:17][C:16]([O:19][CH3:20])=[CH:15][CH:14]=1)=[C:8](/[CH:21]=[CH:22]/[C:23]([OH:25])=[O:24])[CH:7]=[CH:6]2.[N+:26]([C:29]1[CH:34]=[CH:33][C:32](O)=[CH:31][CH:30]=1)([O-:28])=[O:27].C1(N=C=NC2CCCCC2)CCCCC1>ClCCl>[N+:26]([C:29]1[CH:34]=[CH:33][C:32]([O:24][C:23](=[O:25])/[CH:22]=[CH:21]/[C:8]2[CH:7]=[CH:6][C:5]3[C:10](=[CH:11][CH:12]=[C:3]([O:2][CH3:1])[CH:4]=3)[C:9]=2[C:13]2[CH:18]=[CH:17][C:16]([O:19][CH3:20])=[CH:15][CH:14]=2)=[CH:31][CH:30]=1)([O-:28])=[O:27]. Procedure details: As in Example 113, (E)-3-[6-methoxy-1-(4-methoxyphenyl)-2-naphthalenyl]-2-propenoic acid (1.4 g) was reacted with 4-nitrophenol (0.64 g) in dichloromethane (25 mL) in the presence of 1,3-dicyclohexylcarbodiimide (0.87 g) overnight at room temperature to give, after the normal work up and crystallization of the crude product from 2-propanol, 1.6 g of (E)-3-[6-methoxy-1-(4-methoxyphenyl)-2-naphthalenyl]-2-propenoic acid 4-nitrophenyl ester, mp 160°-161° C. Anal. Calcd for C27H21NO6 : C, 71.20; H, ...